From a dataset of the Open Reaction Database (ORD), a public repository of structured organic reaction records. describe an organic reaction: reactants, conditions, products, and yield Reactants: CN(C)c1ccccc1, CN(C)C=O, CC#N, COc1ncnc2c1CN(c1ccc(Cl)cc1C#N)CC2, [Na+], [OH-], O=P(Cl)(Cl)Cl. Product: N#Cc1cc(Cl)ccc1N1CCc2ncnc(Cl)c2C1. RXN SMILES: [CH3:22][N:23]([c:24]1[cH:25][cH:26][cH:27][cH:28][cH:29]1)[CH3:30].[CH3:31][N:32]([CH3:33])[CH:34]=[O:35].[CH3:43][C:44]#[N:45].[Cl:1][c:2]1[cH:3][cH:4][c:5]([N:10]2[CH2:11][c:12]3[c:13]([n:14][cH:15][n:16][c:17]3[O:18][CH3:19])[CH2:20][CH2:21]2)[c:6]([C:7]#[N:8])[cH:9]1.[Na+:42].[OH-:41].[P:36]([Cl:37])([Cl:38])([Cl:39])=[O:40]>>[Cl:1][c:2]1[cH:3][cH:4][c:5]([N:10]2[CH2:11][c:12]3[c:13]([n:14][cH:15][n:16][c:17]3[Cl:38])[CH2:20][CH2:21]2)[c:6]([C:7]#[N:8])[cH:9]1.